Dataset: the Open Reaction Database (ORD), a public repository of structured organic reaction records. Task: describe an organic reaction: reactants, conditions, products, and yield Starting materials: CCOC(=O)CN1CCN(Cc2cnc(-c3cc4cccc(N(C)S(=O)(=O)c5cccs5)c4[nH]3)s2)CC1, CO, [Cl-], [NH4+], [Na+], C1CCOC1, [OH-]. The product is CN(c1cccc2cc(-c3ncc(CN4CCN(CC(=O)O)CC4)s3)[nH]c12)S(=O)(=O)c1cccs1. As a reaction SMILES: [CH3:1][N:2]([c:3]1[cH:4][cH:5][cH:6][c:7]2[cH:8][c:9](-[c:12]3[s:13][c:14]([CH2:17][N:18]4[CH2:19][CH2:20][N:21]([CH2:24][C:25](=[O:26])[O:27][CH2:28][CH3:29])[CH2:22][CH2:23]4)[cH:15][n:16]3)[nH:10][c:11]12)[S:30](=[O:31])(=[O:32])[c:33]1[s:34][cH:35][cH:36][cH:37]1.[CH3:47][OH:48].[Cl-:45].[NH4+:46].[Na+:44].[O:38]1[CH2:39][CH2:40][CH2:41][CH2:42]1.[OH-:43]>>[CH3:1][N:2]([c:3]1[cH:4][cH:5][cH:6][c:7]2[cH:8][c:9](-[c:12]3[s:13][c:14]([CH2:17][N:18]4[CH2:19][CH2:20][N:21]([CH2:24][C:25](=[O:26])[OH:27])[CH2:22][CH2:23]4)[cH:15][n:16]3)[nH:10][c:11]12)[S:30](=[O:31])(=[O:32])[c:33]1[s:34][cH:35][cH:36][cH:37]1. The reactants are CC(C)(C)CC=O, CC#N, CCOC(C)=O, O=CO, Cl, CC12C=CC(=O)C=C1C(F)CC1C3CC4CNCC4(C(=O)CF)C3(C)CC(O)C12F. Product: CC(C)(C)CCN1CC2CC3C4CC(F)C5=CC(=O)C=CC5(C)C4(F)C(O)CC3(C)C2(C(=O)CF)C1. Reaction SMILES: [CH3:32][C:33]([CH2:34][CH:35]=[O:36])([CH3:37])[CH3:38].[CH3:42][C:43]#[N:44].[CH3:45][CH2:46][O:47][C:48]([CH3:49])=[O:50].[CH:39]([OH:40])=[O:41].[ClH:1].[F:2][C:3]12[CH:4]([OH:31])[CH2:5][C:6]3([CH3:30])[CH:7]([CH:8]1[CH2:9][CH:10]([F:19])[C:11]1=[CH:12][C:13](=[O:18])[CH:14]=[CH:15][C:16]21[CH3:17])[CH2:20][CH:21]1[CH2:22][NH:23][CH2:24][C:25]31[C:26]([CH2:27][F:28])=[O:29]>>[F:2][C:3]12[CH:4]([OH:31])[CH2:5][C:6]3([CH3:30])[CH:7]([CH:8]1[CH2:9][CH:10]([F:19])[C:11]1=[CH:12][C:13](=[O:18])[CH:14]=[CH:15][C:16]21[CH3:17])[CH2:20][CH:21]1[CH2:22][N:23]([CH2:35][CH2:34][C:33]([CH3:32])([CH3:37])[CH3:38])[CH2:24][C:25]31[C:26]([CH2:27][F:28])=[O:29]. Starting materials: C(C)OC(C1=CC=C(C=C1)N)=O (ethyl-4-aminobenzoate), BrC(C(=O)OCC)C (ethyl 2-bromoproprionate). Yields the product C(C)OC([C@@H](NC1=CC=C(C=C1)CCC(=O)O)C)=O (N-(4-Carboxyethylphenyl)alanine ethyl ester). RXN SMILES: C(O[C:4](=O)[C:5]1[CH:10]=[CH:9][C:8]([NH2:11])=[CH:7][CH:6]=1)C.Br[CH:14]([CH3:20])[C:15]([O:17][CH2:18][CH3:19])=[O:16]>>[CH2:18]([O:17][C:15](=[O:16])[C@H:14]([CH3:20])[NH:11][C:8]1[CH:7]=[CH:6][C:5]([CH2:4][CH2:14][C:15]([OH:17])=[O:16])=[CH:10][CH:9]=1)[CH3:19]. Procedure: This compound was prepared in a manner analagous to the process described in synthesis example 14, except using ethyl-4-aminobenzoate and ethyl 2-bromoproprionate. Starting materials: FC1=C2C=C(NC2=CC=C1)C1=C(N=CC(=N1)C=1C(=CC2=C(C(=C(O2)C2=CC=C(C=C2)F)C(=O)NC)C1)N(S(=O)(=O)C)C)C=C (5-(6-(4-fluoro-1H-indol-2-yl)-5-vinylpyrazin-2-yl)-2-(4-fluorophenyl)-N-methyl-6-(N-methylmethylsulfonamido)benzofuran-3-carboxamide), C(=O)([O-])[O-].[Cs+].[Cs+] (Cs2CO3). Solvent: Cl.O1CCOCC1 (HCl 1,4-dioxane), CN(C)C=O (DMF). Run at temperature 80 celsius, time 1 hour. The product is FC=1C=2C=C3N(C2C=CC1)CCC1=C3N=C(C=N1)C=1C(=CC3=C(C(=C(O3)C3=CC=C(C=C3)F)C(=O)NC)C1)N(S(=O)(=O)C)C (5-(11-fluoro-5,6-dihydropyrazino[2′,3′:3,4]pyrido[1,2-a]indol-2-yl)-2-(4-fluorophenyl)-N-methyl-6-(N-methylmethylsulfonamido)benzofuran-3-carboxamide). Isolated yield 20.4%. As a reaction SMILES: [F:1][C:2]1[CH:10]=[CH:9][CH:8]=[C:7]2[C:3]=1[CH:4]=[C:5]([C:11]1[N:16]=[C:15]([C:17]3[C:18]([N:37]([CH3:42])[S:38]([CH3:41])(=[O:40])=[O:39])=[CH:19][C:20]4[O:24][C:23]([C:25]5[CH:30]=[CH:29][C:28]([F:31])=[CH:27][CH:26]=5)=[C:22]([C:32]([NH:34][CH3:35])=[O:33])[C:21]=4[CH:36]=3)[CH:14]=[N:13][C:12]=1[CH:43]=[CH2:44])[NH:6]2.C([O-])([O-])=O.[Cs+].[Cs+]>Cl.O1CCOCC1.CN(C=O)C>[F:1][C:2]1[C:3]2[CH:4]=[C:5]3[C:11]4[N:16]=[C:15]([C:17]5[C:18]([N:37]([CH3:42])[S:38]([CH3:41])(=[O:40])=[O:39])=[CH:19][C:20]6[O:24][C:23]([C:25]7[CH:30]=[CH:29][C:28]([F:31])=[CH:27][CH:26]=7)=[C:22]([C:32]([NH:34][CH3:35])=[O:33])[C:21]=6[CH:36]=5)[CH:14]=[N:13][C:12]=4[CH2:43][CH2:44][N:6]3[C:7]=2[CH:8]=[CH:9][CH:10]=1 |f:1.2.3,4.5|. Reported procedure: A solution of 5-(6-(4-fluoro-1H-indol-2-yl)-5-vinylpyrazin-2-yl)-2-(4-fluorophenyl)-N-methyl-6-(N-methylmethylsulfonamido)benzofuran-3-carboxamide (50 mg, 0.08 mmol) in HCl/1,4-dioxane (1 mL) was stirred at 80° C. for 1 h under nitrogen atmosphere. The reaction mixture was concentrated; then the residue was used to the next step reaction without purification. To the residue in DMF, Cs2CO3 was added (53 mg, 0.16 mmol), the reaction mixture was stirred at 80° C. for 1 h under nitrogen atmosphere, ... Reaction conditions: temperature 75 celsius. The product is OC(C(CC1=CC=C(C=C1)SC)=O)(C)C (3-Hydroxy-3-methyl-1-(4-methylsulfanyl-phenyl)-butan-2-one). Procedure details: To a solution of sodium tert-butoxide (12 g, 125 mmol), XANTPHOS (2.05 g, 3.5 mmol) and Pd2(dba)3 (1.35 g, 1.5 mmol) in THF (600 mL) was added 4-bromothioanisole (20 g, 98 mmol) and 3-hydroxy-3-methyl-butan-2-one (12 g, 117 mmol). The resulting reaction mixture was heated to 75° C. for 2 h then cooled to r.t. and diluted with water. The organic extracts were washed (H2O), (brine), dried (MgSO4), filtered and concentrated. Purification by flash chromatography (eluting with hexane/ethyl acetate, 8... Solvent: O (water), C1CCOC1 (THF). Reagents/catalysts: C=1C=CC(=CC1)/C=C/C(=O)/C=C/C2=CC=CC=C2.C=1C=CC(=CC1)/C=C/C(=O)/C=C/C2=CC=CC=C2.C=1C=CC(=CC1)/C=C/C(=O)/C=C/C2=CC=CC=C2.[Pd].[Pd] (Pd2(dba)3). RXN SMILES: CC(C)([O-])C.[Na+].CC1(C)C2C(=C(P(C3C=CC=CC=3)C3C=CC=CC=3)C=CC=2)OC2C(P(C3C=CC=CC=3)C3C=CC=CC=3)=CC=CC1=2.Br[C:50]1[CH:55]=[CH:54][C:53]([S:56][CH3:57])=[CH:52][CH:51]=1.[OH:58][C:59]([CH3:64])([CH3:63])[C:60](=[O:62])[CH3:61]>C1COCC1.O.C1C=CC(/C=C/C(/C=C/C2C=CC=CC=2)=O)=CC=1.C1C=CC(/C=C/C(/C=C/C2C=CC=CC=2)=O)=CC=1.C1C=CC(/C=C/C(/C=C/C2C=CC=CC=2)=O)=CC=1.[Pd].[Pd]>[OH:58][C:59]([CH3:64])([CH3:63])[C:60](=[O:62])[CH2:61][C:50]1[CH:55]=[CH:54][C:53]([S:56][CH3:57])=[CH:52][CH:51]=1 |f:0.1,7.8.9.10.11|. Reactants: CC(C)([O-])C.[Na+] (sodium tert-butoxide), CC1(C2=C(C(=CC=C2)P(C3=CC=CC=C3)C4=CC=CC=C4)OC5=C(C=CC=C51)P(C6=CC=CC=C6)C7=CC=CC=C7)C (XANTPHOS), BrC1=CC=C(C=C1)SC (4-bromothioanisole), OC(C(C)=O)(C)C (3-hydroxy-3-methyl-butan-2-one). Starting materials: CC(C)(C)OC(=O)CN1CCNCCN(CC(=O)OC(C)(C)C)CCN(CC(=O)OC(C)(C)C)CC1, O=C([O-])[O-], CC#N, CC(C)(C)c1ccc(CNC(=O)CCl)cc1, [K+], [K+]. Yields the product CC(C)(C)OC(=O)CN1CCN(CC(=O)NCc2ccc(C(C)(C)C)cc2)CCN(CC(=O)OC(C)(C)C)CCN(CC(=O)OC(C)(C)C)CC1. RXN SMILES: [C:1]([CH3:2])([CH3:3])([CH3:4])[O:5][C:6](=[O:7])[CH2:8][N:9]1[CH2:10][CH2:11][N:12]([CH2:29][C:30](=[O:31])[O:32][C:33]([CH3:34])([CH3:35])[CH3:36])[CH2:13][CH2:14][N:15]([CH2:21][C:22](=[O:23])[O:24][C:25]([CH3:26])([CH3:27])[CH3:28])[CH2:16][CH2:17][NH:18][CH2:19][CH2:20]1.[C:53](=[O:54])([O-:55])[O-:56].[CH3:59][C:60]#[N:61].[Cl:37][CH2:38][C:39](=[O:40])[NH:41][CH2:42][c:43]1[cH:44][cH:45][c:46]([C:49]([CH3:50])([CH3:51])[CH3:52])[cH:47][cH:48]1.[K+:57].[K+:58]>>[C:1]([CH3:2])([CH3:3])([CH3:4])[O:5][C:6](=[O:7])[CH2:8][N:9]1[CH2:10][CH2:11][N:12]([CH2:29][C:30](=[O:31])[O:32][C:33]([CH3:34])([CH3:35])[CH3:36])[CH2:13][CH2:14][N:15]([CH2:21][C:22](=[O:23])[O:24][C:25]([CH3:26])([CH3:27])[CH3:28])[CH2:16][CH2:17][N:18]([CH2:38][C:39](=[O:40])[NH:41][CH2:42][c:43]2[cH:44][cH:45][c:46]([C:49]([CH3:50])([CH3:51])[CH3:52])[cH:47][cH:48]2)[CH2:19][CH2:20]1. RXN SMILES: [CH3:1][N:2]1[CH2:3][c:4]2[c:5]([nH:6][c:7]3[cH:8][cH:9][c:10]([CH3:13])[cH:11][c:12]23)[CH2:14][CH2:15]1.[CH3:25][CH2:26][OH:27].[CH:16](=[CH2:17])[c:18]1[n:19][cH:20][cH:21][cH:22][cH:23]1.[Na:24]>>[CH3:1][N:2]1[CH2:3][c:4]2[c:5]([n:6]([CH2:17][CH2:16][c:18]3[n:19][cH:20][cH:21][cH:22][cH:23]3)[c:7]3[cH:8][cH:9][c:10]([CH3:13])[cH:11][c:12]23)[CH2:14][CH2:15]1. Product: Cc1ccc2c(c1)c1c(n2CCc2ccccn2)CCN(C)C1. Reactants: Cc1ccc2[nH]c3c(c2c1)CN(C)CC3, CCO, C=Cc1ccccn1, [Na]. Reactants: C(C=1C(O)=CC(O)=CC1)=O (Beta-resorcyl aldehyde), CI (methyl iodide). The solvent is C[O-].[Na+] (sodium methoxide). The product is COC=1C=C(C(C=O)=CC1)O (4-METHOXY SALICYLAIDEHYDE). Reaction SMILES: [CH:1](=[O:10])[C:2]1[C:3](=[CH:5][C:6](=[CH:8][CH:9]=1)[OH:7])[OH:4].[CH3:11]I>C[O-].[Na+]>[CH3:11][O:7][C:6]1[CH:5]=[C:3]([OH:4])[C:2](=[CH:9][CH:8]=1)[CH:1]=[O:10] |f:2.3|. Reported procedure: Beta-resorcyl aldehyde (13.8 grams) is dissolved in sodium methoxide (in amount equivalent to 2.3 grams of sodium), and 14.2 grams of methyl iodide are added. The mixture is refluxed for 4 hours. Alcohol (methanol) is distilled off and dilute HCl added. The resulting red liquid is separated from the aqueous layer, dried and steam distilled.